describe an organic reaction: reactants, conditions, products, and yield From a dataset of the Open Reaction Database (ORD), a public repository of structured organic reaction records. The product is Cc1cccc(C(=O)P2(=O)Oc3ccccc3-c3ccccc32)c1. RXN SMILES: [CH3:11][O:12][P:13]1[O:14][c:15]2[c:16]([cH:23][cH:24][cH:25][cH:26]2)-[c:17]2[c:18]1[cH:19][cH:20][cH:21][cH:22]2.[CH3:1][c:2]1[cH:3][c:4]([C:5](=[O:6])[Cl:7])[cH:8][cH:9][cH:10]1.[CH3:27][c:28]1[cH:29][cH:30][cH:31][cH:32][cH:33]1>>[CH3:1][c:2]1[cH:3][c:4]([C:5](=[O:6])[P:13]2(=[O:12])[O:14][c:15]3[c:16]([cH:23][cH:24][cH:25][cH:26]3)-[c:17]3[c:18]2[cH:19][cH:20][cH:21][cH:22]3)[cH:8][cH:9][cH:10]1. The reactants are COP1Oc2ccccc2-c2ccccc21, Cc1cccc(C(=O)Cl)c1, Cc1ccccc1.